From a dataset of the Open Reaction Database (ORD), a public repository of structured organic reaction records. describe an organic reaction: reactants, conditions, products, and yield The reactants are BrCC(=O)C=1C(=NN2C1C=CC=C2)C2=CC=CC=C2 (3-(2-bromoacetyl)-2-phenylpyrazolo[1,5-a]pyridine), NC=1SC(=NN1)C (2-amino-5-methyl-1,3,4-thiadiazole). Yield: 54.2%. Reported procedure: A mixture of 3-(2-bromoacetyl)-2-phenylpyrazolo[1,5-a]pyridine (1.87 g), 2-amino-5-methyl-1,3,4-thiadiazole (0.68 g) and 1-butanol (19 ml) was refluxed for 5 hours and 20 minutes. The reaction mixture was evaporated in vacuo and the residue was taken up methylene chloride (40 ml). The methylene chloride solution was washed with an aqueous solution of potassium carbonate and dried over magnesium sulfate. The solvent was removed and the residue was subjected to chromatography on silica gel (25 g) ... As a reaction SMILES: Br[CH2:2][C:3]([C:5]1[C:6]([C:14]2[CH:19]=[CH:18][CH:17]=[CH:16][CH:15]=2)=[N:7][N:8]2[CH:13]=[CH:12][CH:11]=[CH:10][C:9]=12)=O.[NH2:20][C:21]1[S:22][C:23]([CH3:26])=[N:24][N:25]=1>C(O)CCC>[CH3:26][C:23]1[S:22][C:21]2=[N:20][C:3]([C:5]3[C:6]([C:14]4[CH:19]=[CH:18][CH:17]=[CH:16][CH:15]=4)=[N:7][N:8]4[CH:13]=[CH:12][CH:11]=[CH:10][C:9]=34)=[CH:2][N:25]2[N:24]=1. Run in C(CCC)O (1-butanol). Product: CC1=NN2C(S1)=NC(=C2)C=2C(=NN1C2C=CC=C1)C1=CC=CC=C1 (3-(2-methylimidazo[2,1-b][1,3,4]thiadiazol-6-yl)-2-phenylpyrazolo[1,5-a]pyridine).